From a dataset of the Open Reaction Database (ORD), a public repository of structured organic reaction records. describe an organic reaction: reactants, conditions, products, and yield Reactants: B(F)(F)F.CCOCC (boron trifluoride etherate), O (Water), C(C1=CC=CC=C1)OC1=CC=C(OCCC2=CC=C(C=C2)CC(C(=O)OC)Cl)C=C1 (Methyl 3-(4-{2-[4-(benzyloxy)phenoxy]ethyl}phenyl)-2-chloropropanoate), CSC (dimethyl sulfide), B(F)(F)F.CCOCC (Boron trifluoride etherate). The solvent is C(Cl)Cl (CH2Cl2). Conditions: time 2 day. The product is ClC(C(=O)OC)CC1=CC=C(C=C1)CCOC1=CC=C(C=C1)O (Methyl 2-chloro-3-{4-[2-(4-hydroxyphenoxy)ethyl]phenyl}propanoate). The yield is 68.5%. RXN SMILES: C([O:8][C:9]1[CH:30]=[CH:29][C:12]([O:13][CH2:14][CH2:15][C:16]2[CH:21]=[CH:20][C:19]([CH2:22][CH:23]([Cl:28])[C:24]([O:26][CH3:27])=[O:25])=[CH:18][CH:17]=2)=[CH:11][CH:10]=1)C1C=CC=CC=1.CSC.B(F)(F)F.CCOCC.O>C(Cl)Cl>[Cl:28][CH:23]([CH2:22][C:19]1[CH:20]=[CH:21][C:16]([CH2:15][CH2:14][O:13][C:12]2[CH:11]=[CH:10][C:9]([OH:8])=[CH:30][CH:29]=2)=[CH:17][CH:18]=1)[C:24]([O:26][CH3:27])=[O:25] |f:2.3|. Reported procedure: Methyl 3-(4-{2-[4-(benzyloxy)phenoxy]ethyl}phenyl)-2-chloropropanoate (1.0 g, 2.4 mmol) and dimethyl sulfide (0.9 g, 14 mmol) was dissolved in 60 ml CH2Cl2. Boron trifluoride etherate (2.0 g, 14 mmol) was added droppwise to the stirred solution. The reaction mixture was stirred for two days at room temperature. Another equivalent (0.4 g, 2.87 mmol) boron trifluoride etherate was added and the stirring was continued overnight. Water was added. The phases were separated and the aqueous phase was e... Reactants: IC1=C(C(=O)O)C(=CC(=C1)I)I (2,4,6-Triiodobenzoic acid), S(=O)(Cl)Cl (thionyl chloride). Yields the product IC1=C(C(=O)Cl)C(=CC(=C1)I)I (2,4,6-Triiodobenzoyl chloride). As a reaction SMILES: [I:1][C:2]1[CH:10]=[C:9]([I:11])[CH:8]=[C:7]([I:12])[C:3]=1[C:4](O)=[O:5].S(Cl)([Cl:15])=O>>[I:1][C:2]1[CH:10]=[C:9]([I:11])[CH:8]=[C:7]([I:12])[C:3]=1[C:4]([Cl:15])=[O:5]. Procedure details: 2,4,6-Triiodobenzoic acid (15 g) was suspended in thionyl chloride (75 ml) was refluxed. Thirty minutes after the starting material was dissolved, the reaction solution was cooled and evaporated in vacuo. The residue was dissolved in hot benzene (40 ml), cooled to room temperature, filtered and the filtrate evaporated in vacuo. Yield: 13.6 g. I.R. (KBr): 1785 cm -1 (--COCl). The reactants are O=C(n1ccnc1)n1ccnc1, C1CCC2=NCCCN2CC1, CS(N)(=O)=O, CCOC(C)=O, CS(=O)(=O)NC1CCCCC1N1C(=O)c2ccccc2C(C(=O)NOCc2cccc(C(=O)O)c2)C1c1ccc(Cl)cc1Cl, CN(C)C=O. Product: CS(=O)(=O)NC(=O)c1cccc(CONC(=O)C2c3ccccc3C(=O)N(C3CCCCC3NS(C)(=O)=O)C2c2ccc(Cl)cc2Cl)c1. As a reaction SMILES: [C:45]([n:46]1[cH:47][cH:48][n:49][cH:50]1)([n:51]1[cH:52][cH:53][n:54][cH:55]1)=[O:56].[CH2:62]1[CH2:63][CH2:64][C:65]2=[N:70][CH2:69][CH2:68][CH2:67][N:66]2[CH2:71][CH2:72]1.[CH3:57][S:58](=[O:59])(=[O:60])[NH2:61].[CH3:78][CH2:79][O:80][C:81](=[O:82])[CH3:83].[Cl:1][c:2]1[c:3]([CH:9]2[N:10]([CH:34]3[CH:35]([NH:40][S:41](=[O:42])(=[O:43])[CH3:44])[CH2:36][CH2:37][CH2:38][CH2:39]3)[C:11](=[O:33])[c:12]3[cH:13][cH:14][cH:15][cH:16][c:17]3[CH:18]2[C:19](=[O:20])[NH:21][O:22][CH2:23][c:24]2[cH:25][c:26]([C:27](=[O:28])[OH:29])[cH:30][cH:31][cH:32]2)[cH:4][cH:5][c:6]([Cl:8])[cH:7]1.[O:73]=[CH:74][N:75]([CH3:76])[CH3:77]>>[Cl:1][c:2]1[c:3]([CH:9]2[N:10]([CH:34]3[CH:35]([NH:40][S:41](=[O:42])(=[O:43])[CH3:44])[CH2:36][CH2:37][CH2:38][CH2:39]3)[C:11](=[O:33])[c:12]3[cH:13][cH:14][cH:15][cH:16][c:17]3[CH:18]2[C:19](=[O:20])[NH:21][O:22][CH2:23][c:24]2[cH:25][c:26]([C:27](=[O:28])[NH:61][S:58]([CH3:57])(=[O:59])=[O:60])[cH:30][cH:31][cH:32]2)[cH:4][cH:5][c:6]([Cl:8])[cH:7]1.